Dataset: the Open Reaction Database (ORD), a public repository of structured organic reaction records. Task: describe an organic reaction: reactants, conditions, products, and yield Starting materials: FC1=C(C=C(C=C1)F)C1(OC1)[C@@H](C)OC1OCCCC1 (2-(2,5-Difluorophenyl)-2-[(1R)-1-(3,4,5,6-tetrahydro-2H-pyran-2-yloxy)ethyl]oxirane), ice water, [H-].[Na+] (NaH), N1N=CN=C1 (1,2,4-triazole). The solvent is CN(C)C=O (DMF), CN(C)C=O (DMF). Run at time 1.5 hour. Yields the product FC1=C(C=C(C=C1)F)C(CN1N=CN=C1)([C@@H](C)OC1OCCCC1)O ((3R)-2-(2,5difluorophenyl)-3-(3,4,5,6-tetrahydro-2H-pyran-2-yloxy)-1-(1H-1,2,4-triazol-1-yl)-2-butanol). Isolated yield 73.1%. RXN SMILES: [H-].[Na+].[NH:3]1[CH:7]=[N:6][CH:5]=[N:4]1.[F:8][C:9]1[CH:14]=[CH:13][C:12]([F:15])=[CH:11][C:10]=1[C:16]1([C@H:19]([O:21][CH:22]2[CH2:27][CH2:26][CH2:25][CH2:24][O:23]2)[CH3:20])[CH2:18][O:17]1>CN(C=O)C>[F:8][C:9]1[CH:14]=[CH:13][C:12]([F:15])=[CH:11][C:10]=1[C:16]([OH:17])([C@H:19]([O:21][CH:22]1[CH2:27][CH2:26][CH2:25][CH2:24][O:23]1)[CH3:20])[CH2:18][N:3]1[CH:7]=[N:6][CH:5]=[N:4]1 |f:0.1|. Reported procedure: To a stirred suspension of NaH (60% in oil, 21.0 g, 0.525 mol) in DMF (300 ml) was added portionwise 1,2,4-triazole (43.3 g, 0.627 mol) at the inner temperature from 2° C. to 11° C. over 30 min. The resulting mixture was stirred at r.t. for 1.5 hrs. To this mixture was added a solution of 2-(2,5-Difluorophenyl)-2-[(1R)-1-(3,4,5,6-tetrahydro-2H-pyran-2-yloxy)ethyl]oxirane (48.3 g, 0.170 mol) in DMF (50 ml). The mixture was stirred at 60° C. for 1 hr. and then at 65° C. for 14 hrs. The reaction mi... Reactants: CC(C)(C)OC(=O)N1CCC(O)C1, CS(=O)(=O)Cl, O, c1ccncc1. Product: CC(C)(C)OC(=O)N1CCC(OS(C)(=O)=O)C1. Reaction SMILES: [C:1]([CH3:2])([CH3:3])([CH3:4])[O:5][C:6](=[O:7])[N:8]1[CH2:9][CH:10]([OH:13])[CH2:11][CH2:12]1.[CH3:14][S:15]([Cl:16])(=[O:17])=[O:18].[OH2:19].[cH:20]1[cH:21][cH:22][n:23][cH:24][cH:25]1>>[C:1]([CH3:2])([CH3:3])([CH3:4])[O:5][C:6](=[O:7])[N:8]1[CH2:9][CH:10]([O:13][S:15]([CH3:14])(=[O:17])=[O:18])[CH2:11][CH2:12]1. The reactants are COC(C1=C(C(=CC(=C1)C=O)Br)OCC1=CC(=CC=C1)OC)=O (3-bromo-5-formyl-2-(3-methoxy-benzyloxy)-benzoic acid methyl ester), C/C(=C\C#N)/N (3-aminocrotonitrile), C(CC)C1CC(CC(C1)=O)=O (5-propylcyclohexane-1,3-dione). Solvent: C(C)O (ethanol). Conditions: temperature 80 celsius, time 17 hour. Product: COC(C1=C(C(=CC(=C1)C1C(=C(NC=2CC(CC(C12)=O)CCC)C)C#N)Br)OCC1=CC(=CC=C1)OC)=O (3-Bromo-5-(3-cyano-2-methyl-5-oxo-7-propyl-1,4,5,6,7,8-hexahydro-quinolin-4-yl)-2-(3-methoxy-benzyloxy)-benzoic acid methyl ester). Reaction SMILES: [CH3:1][O:2][C:3](=[O:23])[C:4]1[CH:9]=[C:8]([CH:10]=O)[CH:7]=[C:6]([Br:12])[C:5]=1[O:13][CH2:14][C:15]1[CH:20]=[CH:19][CH:18]=[C:17]([O:21][CH3:22])[CH:16]=1.[CH3:24]/[C:25](/[NH2:29])=[CH:26]\[C:27]#[N:28].[CH2:30]([CH:33]1[CH2:38][C:37](=[O:39])[CH2:36][C:35](=O)[CH2:34]1)[CH2:31][CH3:32]>C(O)C>[CH3:1][O:2][C:3](=[O:23])[C:4]1[CH:9]=[C:8]([CH:10]2[C:36]3[C:37](=[O:39])[CH2:38][CH:33]([CH2:30][CH2:31][CH3:32])[CH2:34][C:35]=3[NH:29][C:25]([CH3:24])=[C:26]2[C:27]#[N:28])[CH:7]=[C:6]([Br:12])[C:5]=1[O:13][CH2:14][C:15]1[CH:20]=[CH:19][CH:18]=[C:17]([O:21][CH3:22])[CH:16]=1. Procedure: A mixture of 3-bromo-5-formyl-2-(3-methoxy-benzyloxy)-benzoic acid methyl ester (3.78 g), 3-aminocrotonitrile (822 mg) and 5-propylcyclohexane-1,3-dione (1535 mg) in ethanol (25 ml) was stirred at 80° C. for 17 h. The mixture was concentrated in vacuo. The reactants are [OH-].[Na+] (sodium hydroxide), ClC1=C(OCC(=O)Cl)C=CC(=C1)Cl (2,4-dichlorophenoxyacetyl chloride), S(=O)(=O)(O)O.COC(N)=N (O-methyl-isourea sulfate). The solvent is C(Cl)Cl (methylene chloride), O (water). Run at temperature 40 celsius, time 3 hour. Yields the product ClC1=C(OCC(=O)NC(OC)=N)C=CC(=C1)Cl (N-(2,4-Dichlorophenoxyacetyl)-O-methyl-isourea). As a reaction SMILES: S(O)(O)(=O)=O.[CH3:6][O:7][C:8](=[NH:10])[NH2:9].[OH-].[Na+].[Cl:13][C:14]1[CH:24]=[C:23]([Cl:25])[CH:22]=[CH:21][C:15]=1[O:16][CH2:17][C:18](Cl)=[O:19]>O.C(Cl)Cl>[Cl:13][C:14]1[CH:24]=[C:23]([Cl:25])[CH:22]=[CH:21][C:15]=1[O:16][CH2:17][C:18]([NH:10][C:8](=[NH:9])[O:7][CH3:6])=[O:19] |f:0.1,2.3|. Reported procedure: 13.5 g (0.11 mole) of O-methyl-isourea sulfate are dissolved in 50 ml of water and 100 ml of methylene chloride. 16 g of 50% strength aqueous sodium hydroxide solution (0.2 mole) and 24 g (0.1 mole) of 2,4-dichlorophenoxyacetyl chloride are simultaneously added dropwise from two separate vessels at 0° C., with vigorous stirring. The mixture is stirred at 0° C. for 1 hour and at 40° C. for 3 hours and the organic phase is separated off, washed twice with 100 ml of water and dried over sodium sulf...